This data is from the Open Reaction Database (ORD), a public repository of structured organic reaction records. The task is: describe an organic reaction: reactants, conditions, products, and yield The reactants are BrC=1C=CC(=NC1OCC1=NC=CC=C1)C(=O)O (5-bromo-6-(pyridin-2-ylmethoxy)-pyridine-2-carboxylic acid), C1(CC1)B(O)O (cyclopropylboronic acid). Product: C1(CC1)C=1C=CC(=NC1OCC1=NC=CC=C1)C(=O)O (5-Cyclopropyl-6-(pyridin-2-ylmethoxy)-pyridine-2-carboxylic acid). Reaction SMILES: Br[C:2]1[CH:3]=[CH:4][C:5]([C:16]([OH:18])=[O:17])=[N:6][C:7]=1[O:8][CH2:9][C:10]1[CH:15]=[CH:14][CH:13]=[CH:12][N:11]=1.[CH:19]1(B(O)O)[CH2:21][CH2:20]1>>[CH:19]1([C:2]2[CH:3]=[CH:4][C:5]([C:16]([OH:18])=[O:17])=[N:6][C:7]=2[O:8][CH2:9][C:10]2[CH:15]=[CH:14][CH:13]=[CH:12][N:11]=2)[CH2:21][CH2:20]1. Reported procedure: The title compound was synthesized in analogy to Example 42 a, using 5-bromo-6-(pyridin-2-ylmethoxy)-pyridine-2-carboxylic acid and cyclopropylboronic acid (CAN 411235-57-9) as starting materials, LC-MS (UV peak area/ESI) 100%, 271.1081 (M+H)+. Starting materials: COC(=O)C=1N=COC1C1=CC(=CC=C1)CO (5-(3-hydroxymethyl-phenyl)-oxazole-4-carboxylic acid methyl ester), [OH-].[Na+] (NaOH), N#N (N2), Cl (HCl). The solvent is C1CCOC1 (THF). Reaction conditions: time 1.5 hour. Product: OCC=1C=C(C=CC1)C1=C(N=CO1)C(=O)O (5-(3-Hydroxymethyl-phenyl)-oxazole-4-carboxylic acid). RXN SMILES: N#N.C[O:4][C:5]([C:7]1[N:8]=[CH:9][O:10][C:11]=1[C:12]1[CH:17]=[CH:16][CH:15]=[C:14]([CH2:18][OH:19])[CH:13]=1)=[O:6].[OH-].[Na+].Cl>C1COCC1>[OH:19][CH2:18][C:14]1[CH:13]=[C:12]([C:11]2[O:10][CH:9]=[N:8][C:7]=2[C:5]([OH:6])=[O:4])[CH:17]=[CH:16][CH:15]=1 |f:2.3|. Procedure: In a flame dried round-bottomed flask equipped with a magnetic stir bar and under inert atmosphere (N2), a solution of 5-(3-hydroxymethyl-phenyl)-oxazole-4-carboxylic acid methyl ester (265 mg, 1.13 mmol) in THF (11.0 mL) was treated with a 1N NaOH (5.5 mL). The resulting mixture was stirred for 1.5 h then acidified with 1N HCl, extracted twice with EA (2×25 mL) and the combined organic phases were washed with brine (10 mL). The organic layer was dried over MgSO4, filtered, and the solvent remov... Reactants: CCOC(=O)c1cc(C)nc2c(Br)cccc12, CC[Sn](CC)(CC)CC, CN(C)C=O, [Cl-], [Li+]. The product is CCOC(=O)c1cc(C)nc2c(CC)cccc12. RXN SMILES: [CH2:1]([CH3:2])[O:3][C:4](=[O:5])[c:6]1[cH:7][c:8]([CH3:17])[n:9][c:10]2[c:11]([Br:16])[cH:12][cH:13][cH:14][c:15]12.[CH2:20]([CH3:21])[Sn:22]([CH2:23][CH3:24])([CH2:25][CH3:26])[CH2:27][CH3:28].[CH3:29][N:30]([CH3:31])[CH:32]=[O:33].[Cl-:19].[Li+:18]>>[CH2:1]([CH3:2])[O:3][C:4](=[O:5])[c:6]1[cH:7][c:8]([CH3:17])[n:9][c:10]2[c:11]([CH2:20][CH3:21])[cH:12][cH:13][cH:14][c:15]12. Starting materials: C(C)(=O)Cl (Acetyl chloride), N1(CCOCC1)[C@@H]1[C@H](C[C@@H]2CC[C@H]3[C@@H]4C[C@@H]([C@@H]([C@@]4(C)CC[C@@H]3[C@]2(C1)C)O)N1CCCC1)O ((2β,3α,5α,16β,17β)-2-(4-morpholinyl)-16-(1pyrrolidinyl)-androstane-3,17-diol), ClCCl (dichloromethane), C([O-])(O)=O.[K+] (potassium bicarbonate). Run at time 24 hour. Product: C(C)(=O)O[C@H]1C[C@@H]2CC[C@H]3[C@@H]4C[C@@H]([C@@H]([C@@]4(C)CC[C@@H]3[C@]2(C[C@@H]1N1CCOCC1)C)OC(C)=O)N1CCCC1 ((2β,3α,5α,16β,17β)-2-(4-morpholinyl)-16-(1pyrrolidinyl)-androstane-3,17-diol diacetate). Reaction SMILES: [C:1](Cl)(=[O:3])[CH3:2].[N:5]1([C@H:11]2[CH2:28][C@@:27]3([CH3:29])[C@@H:14]([CH2:15][CH2:16][C@@H:17]4[C@@H:26]3[CH2:25][CH2:24][C@@:22]3([CH3:23])[C@H:18]4[CH2:19][C@H:20]([N:31]4[CH2:35][CH2:34][CH2:33][CH2:32]4)[C@@H:21]3[OH:30])[CH2:13][C@@H:12]2[OH:36])[CH2:10][CH2:9][O:8][CH2:7][CH2:6]1.[C:37](=[O:40])(O)[O-].[K+].Cl[CH2:43]Cl>>[C:1]([O:36][C@@H:12]1[C@@H:11]([N:5]2[CH2:10][CH2:9][O:8][CH2:7][CH2:6]2)[CH2:28][C@@:27]2([CH3:29])[C@@H:14]([CH2:15][CH2:16][C@@H:17]3[C@@H:26]2[CH2:25][CH2:24][C@@:22]2([CH3:23])[C@H:18]3[CH2:19][C@H:20]([N:31]3[CH2:32][CH2:33][CH2:34][CH2:35]3)[C@@H:21]2[O:30][C:37](=[O:40])[CH3:43])[CH2:13]1)(=[O:3])[CH3:2] |f:2.3|. Procedure: Acetyl chloride (10.0 ml) was added to a stirred suspension of (2β,3α,5α,16β,17β)-2-(4-morpholinyl)-16-(1pyrrolidinyl)-androstane-3,17-diol (10.0 g) in dichloromethane (100 ml). After 24 h. at room temperature, saturated potassium bicarbonate solution (approx. 20 ml) was added to give pH>7; the dichloromethane layer was separated, washed with water (3×150 ml), dried (Na2SO4) and evaporated to dryness to afford (2β,3α,5α,16β,17β)-2-(4-morpholinyl)-16-(1pyrrolidinyl)-androstane-3,17-diol diacetate... The reactants are [BH4-].[Na+] (Sodium borohydride), [N+](=O)([O-])C1=CC=C(C=C1)C1=CC=C(O1)C(=O)C (methyl 5-(p-nitrophenyl)-2-furyl ketone). The solvent is CO (methanol). Reaction conditions: time 4 hour. The product is CC(C1=CC=C(O1)C1=CC=C(C=C1)[N+](=O)[O-])O (α-Methyl-5-(p-nitrophenyl)furfuryl Alcohol). Yield: 100.0%. RXN SMILES: [BH4-].[Na+].[N+:3]([C:6]1[CH:11]=[CH:10][C:9]([C:12]2[O:16][C:15]([C:17]([CH3:19])=[O:18])=[CH:14][CH:13]=2)=[CH:8][CH:7]=1)([O-:5])=[O:4]>CO>[CH3:19][CH:17]([OH:18])[C:15]1[O:16][C:12]([C:9]2[CH:10]=[CH:11][C:6]([N+:3]([O-:5])=[O:4])=[CH:7][CH:8]=2)=[CH:13][CH:14]=1 |f:0.1|. Procedure details: Sodium borohydride (9.0 g, 0.34 mole) was added in portions to a stirred mixture of 55 g (0.24 mole) of methyl 5-(p-nitrophenyl)-2-furyl ketone in 700 ml of methanol at 20°-25° over 45 minutes. The mixture was stirred at ambient temperature for 4 hours and allowed to stand overnight. Some insoluble material was removed by filtration and discarded. The filtrate was poured into a mixture of ice and water (3 liters) and made acidific with 5% aqueous HCl. The brown oil which was deposited solidified... Reactants: FC=1C=C(OC2=C(C=C(COC=3C=C4N(C(N3)=O)CCN4C(=O)OC(C)(C)C)C=C2)C(F)(F)F)C=CC1F (tert-butyl 7-((4-(3,4-difluorophenoxy)-3-(trifluoromethyl)benzyl)oxy)-5-oxo-2,3-dihydroimidazo[1,2-c]pyrimidine-1(5H)-carboxylat). Solvent: CN(C)C=O (DMF). Yields the product FC=1C=C(OC2=C(C=C(COC=3C=C4N(C(N3)=O)CCN4)C=C2)C(F)(F)F)C=CC1F (7-((4-(3,4-difluorophenoxy)-3-(trifluoromethyl)benzyl)oxy)-2,3-dihydroimidazo[1,2-c]pyrimidin-5(1H)-one). As a reaction SMILES: [F:1][C:2]1[CH:3]=[C:4]([CH:35]=[CH:36][C:37]=1[F:38])[O:5][C:6]1[CH:30]=[CH:29][C:9]([CH2:10][O:11][C:12]2[CH:13]=[C:14]3[N:21](C(OC(C)(C)C)=O)[CH2:20][CH2:19][N:15]3[C:16](=[O:18])[N:17]=2)=[CH:8][C:7]=1[C:31]([F:34])([F:33])[F:32]>CN(C=O)C>[F:1][C:2]1[CH:3]=[C:4]([CH:35]=[CH:36][C:37]=1[F:38])[O:5][C:6]1[CH:30]=[CH:29][C:9]([CH2:10][O:11][C:12]2[CH:13]=[C:14]3[NH:21][CH2:20][CH2:19][N:15]3[C:16](=[O:18])[N:17]=2)=[CH:8][C:7]=1[C:31]([F:33])([F:34])[F:32]. Reported procedure: Prepared in a manner similar to that described for E71 using tert-butyl 7-((4-(3,4-difluorophenoxy)-3-(trifluoromethyl)benzyl)oxy)-5-oxo-2,3-dihydroimidazo[1,2-c]pyrimidine-1(5H)-carboxylat in DMF (2 mL) and silica gel. Reactants: BrC1=CC(=C(C=C1)C(=O)N1CCN(CC1)C1=NC=C(C=C1C)CC)F ((4-bromo-2-fluorophenyl)[4-(5-ethyl-3-methylpyridin-2-yl)piperazin-1-yl]methanone), CN1C(NCC1)=O (1-methylimidazolidin-2-one). The product is C(C)C=1C=C(C(=NC1)N1CCN(CC1)C(=O)C1=C(C=C(C=C1)N1C(N(CC1)C)=O)F)C (1-{4-[4-(5-ethyl-3-methylpyridin-2-yl)piperazine-1-carbonyl]-3-fluorophenyl}-3-methylimidazolidin-2-one). The yield is 40.5%. As a reaction SMILES: Br[C:2]1[CH:7]=[CH:6][C:5]([C:8]([N:10]2[CH2:15][CH2:14][N:13]([C:16]3[C:21]([CH3:22])=[CH:20][C:19]([CH2:23][CH3:24])=[CH:18][N:17]=3)[CH2:12][CH2:11]2)=[O:9])=[C:4]([F:25])[CH:3]=1.[CH3:26][N:27]1[CH2:31][CH2:30][NH:29][C:28]1=[O:32]>>[CH2:23]([C:19]1[CH:20]=[C:21]([CH3:22])[C:16]([N:13]2[CH2:14][CH2:15][N:10]([C:8]([C:5]3[CH:6]=[CH:7][C:2]([N:29]4[CH2:30][CH2:31][N:27]([CH3:26])[C:28]4=[O:32])=[CH:3][C:4]=3[F:25])=[O:9])[CH2:11][CH2:12]2)=[N:17][CH:18]=1)[CH3:24]. Procedure details: Using (4-bromo-2-fluorophenyl)[4-(5-ethyl-3-methylpyridin-2-yl)piperazin-1-yl]methanone (203 mg) described in Preparation Example 211 and 1-methylimidazolidin-2-one (60 mg) and by the reaction and treatment in the same manner as in Example 511, the title compound (86 mg) was obtained.